describe an organic reaction: reactants, conditions, products, and yield From a dataset of the Open Reaction Database (ORD), a public repository of structured organic reaction records. Starting materials: C(C)(=O)NC(C(=O)O)C (2-acetylamino-propionic acid), ( b ), ((tert-Bu)2P(CH2)2P(Me)(tert-Bu))2Rh2Cl2, CO (MeOH). The reagents and catalysts are [B-](F)(F)(F)F.[Ag+] (AgBF4). Conditions: time 20 minute. Product: COC(C(C)NC(C)=O)=O (2-acetylamino-propionic acid methyl ester). Reaction SMILES: [C:1]([NH:4][CH:5]([CH3:9])[C:6]([OH:8])=[O:7])(=[O:3])[CH3:2].[CH3:10]O>[B-](F)(F)(F)F.[Ag+]>[CH3:10][O:7][C:6](=[O:8])[CH:5]([NH:4][C:1](=[O:3])[CH3:2])[CH3:9] |f:2.3|. Procedure details: In a glove box, ((tert-Bu)2P(CH2)2P(Me)(tert-Bu))2Rh2Cl2 (4.1 mg, 0.005 mmol) was dissolved in 2 mL MeOH, followed by addition of AgBF4 (1.9 mg, 0.10 mmol, 2 equiv.). The solution turned from pale yellow to yellow with gray precipitates. After being stirred for 20 minutes the solution was filtered into a high-pressure tube containing a stir bar and one of the enamides (1 mmol, 100 equiv.). Another 3 to 5 mL MeOH was added and the solution generally turned lighter upon the addition of the enamide... Reactants: Cl.NCC=1C(=C(C=NC1)C=1C=C2CCC(N(C2=CC1)C)=O)Cl (6-(5-Aminomethyl-4-chloro-pyridin-3-yl)-1-methyl-3,4-dihydro-1H-quinolin-2-one hydrochloride), C(CC)(=O)Cl (propionyl chloride). The product is ClC1=C(C=NC=C1C=1C=C2CCC(N(C2=CC1)C)=O)CNC(CC)=O (N-[4-Chloro-5-(1-methyl-2-oxo-1,2,3,4-tetrahydro-quinolin-6-yl)-pyridin-3-ylmethyl]-propionamide). Reaction SMILES: Cl.[NH2:2][CH2:3][C:4]1[C:5]([Cl:22])=[C:6]([C:10]2[CH:11]=[C:12]3[C:17](=[CH:18][CH:19]=2)[N:16]([CH3:20])[C:15](=[O:21])[CH2:14][CH2:13]3)[CH:7]=[N:8][CH:9]=1.[C:23](Cl)(=[O:26])[CH2:24][CH3:25]>>[Cl:22][C:5]1[C:6]([C:10]2[CH:11]=[C:12]3[C:17](=[CH:18][CH:19]=2)[N:16]([CH3:20])[C:15](=[O:21])[CH2:14][CH2:13]3)=[CH:7][N:8]=[CH:9][C:4]=1[CH2:3][NH:2][C:23](=[O:26])[CH2:24][CH3:25] |f:0.1|. Procedure: In analogy to the procedure described in example 76, 6-(5-aminomethyl-4-chloro-pyridin-3-yl)-1-methyl-3,4-dihydro-1H-quinolin-2-one hydrochloride (example 218) has been reacted with propionyl chloride to give the title compound as an off-white solid. MS: 358.4 (M+H+). The reactants are C1CCOC1, COc1cc2ncnc(Oc3cc(N)ccc3F)c2cc1OC, CC(C)(F)c1cc(NC(=O)Oc2ccc(Cl)cc2)on1. The product is COc1cc2ncnc(Oc3cc(NC(=O)Nc4cc(C(C)(C)F)no4)ccc3F)c2cc1OC. Reaction SMILES: [CH2:44]1[O:45][CH2:46][CH2:47][CH2:48]1.[CH3:21][O:22][c:23]1[cH:24][c:25]2[c:26]([O:35][c:36]3[cH:37][c:38]([NH2:39])[cH:40][cH:41][c:42]3[F:43])[n:27][cH:28][n:29][c:30]2[cH:31][c:32]1[O:33][CH3:34].[F:1][C:2]([CH3:3])([CH3:4])[c:5]1[n:6][o:7][c:8]([NH:10][C:11]([O:12][c:13]2[cH:14][cH:15][c:16]([Cl:17])[cH:18][cH:19]2)=[O:20])[cH:9]1>>[F:1][C:2]([CH3:3])([CH3:4])[c:5]1[n:6][o:7][c:8]([NH:10][C:11](=[O:20])[NH:39][c:38]2[cH:37][c:36]([O:35][c:26]3[c:25]4[cH:24][c:23]([O:22][CH3:21])[c:32]([O:33][CH3:34])[cH:31][c:30]4[n:29][cH:28][n:27]3)[c:42]([F:43])[cH:41][cH:40]2)[cH:9]1. The reactants are [N-]=[N+]=[N-].[Na+] (NaN3), BrC=1SC=C(N1)C(=O)O (2-bromo-thiazole-4-carboxylic acid), TEA, ClC(=O)OCC (ethyl chloroformate). The solvent is O (H2O), C1CCOC1 (THF), O (H2O). Yields the product BrC=1SC=C(N1)C(=O)N=[N+]=[N-] (2-Bromo-thiazole-4-carbonyl azide). RXN SMILES: [Br:1][C:2]1[S:3][CH:4]=[C:5]([C:7]([OH:9])=O)[N:6]=1.ClC(OCC)=O.[N-:16]=[N+:17]=[N-:18].[Na+]>C1COCC1.O>[Br:1][C:2]1[S:3][CH:4]=[C:5]([C:7]([N:16]=[N+:17]=[N-:18])=[O:9])[N:6]=1 |f:2.3|. Reported procedure: To a stirred solution of 2-bromo-thiazole-4-carboxylic acid (5.33 g, 25.7 mmol) in anhydrous THF (40 mL) at 0° C., under N2, TEA (7.18 mL, 51.5 mmol) was added. After 30 min ethyl chloroformate (2.59 mL, 27.0 mmol) was added dropwise over 10 min. After 25 min a solution of NaN3 (1.76 g, 27.0 mmol) in H2O (12 mL) was added. The mixture was warmed to RT over 1 h then diluted with H2O (100 mL). The precipitate was filtered off and air dried to yield the title compound as a white amorphous solid. MS... The reactants are CC(=O)O, C1CCNCC1, CO, CC(=O)Cc1ccccc1. Yields the product C=C(C(C)=O)c1ccccc1. As a reaction SMILES: [C:17]([OH:18])(=[O:19])[CH3:20].[CH2:11]1[CH2:12][CH2:13][NH:14][CH2:15][CH2:16]1.[CH3:21][OH:22].[c:1]1([CH2:7][C:8]([CH3:9])=[O:10])[cH:2][cH:3][cH:4][cH:5][cH:6]1>>[c:1]1([C:7]([C:8]([CH3:9])=[O:10])=[CH2:11])[cH:2][cH:3][cH:4][cH:5][cH:6]1. Reactants: [H-].[Al+3].[Li+].[H-].[H-].[H-] (lithium aluminum hydride), C(C)OCC (diethyl ether), COC=1C=C(C=CC1)C(C=C1N(CCC1)C)=O (1-(3-methoxyphenyl)-2-(1-methyl-2-pyrrolidinyliden)ethanone), O (water). Run in O1CCCC1 (tetrahydrofuran). The product is COC=1C=C(C=CC1)C(CC1N(CCC1)C)=O (1-(3-methoxyphenyl)-2-(1-methyl-2-pyrrolidinyl)ethanone). Reaction SMILES: [H-].[Al+3].[Li+].[H-].[H-].[H-].[CH3:7][O:8][C:9]1[CH:10]=[C:11]([C:15](=[O:23])[CH:16]=[C:17]2[CH2:21][CH2:20][CH2:19][N:18]2[CH3:22])[CH:12]=[CH:13][CH:14]=1.O.C(OCC)C>O1CCCC1>[CH3:7][O:8][C:9]1[CH:10]=[C:11]([C:15](=[O:23])[CH2:16][CH:17]2[CH2:21][CH2:20][CH2:19][N:18]2[CH3:22])[CH:12]=[CH:13][CH:14]=1 |f:0.1.2.3.4.5|. Reported procedure: 11.8 g of lithium aluminum hydride are added portionwise at 0° with stirring to 144.8 g of 1-(3-methoxyphenyl)-2-(1-methyl-2-pyrrolidinyliden)ethanone dissolved in 1.4 liters of tetrahydrofuran. 30 minutes after completion of the addition, 300 ml of water are cautiously added dropwise, with cooling; then 800 ml of diethyl ether are added, and the organic phase is collected. The organic phase is dried over sodium sulfate, the solvent is removed by evaporation, and the oily residue is distilled un...